This data is from the Open Reaction Database (ORD), a public repository of structured organic reaction records. The task is: describe an organic reaction: reactants, conditions, products, and yield Starting materials: COC(OC)C(CN)SCc1ccccc1, COCCOc1cc(N(C)S(=O)(=O)c2nccn2C)c2[nH]c(C(=O)O)cc2c1, CCN=C=NCCCN(C)C, CN(C)C=O, Cl, On1nnc2ccccc21. Yields the product COCCOc1cc(N(C)S(=O)(=O)c2nccn2C)c2[nH]c(C(=O)NCC(SCc3ccccc3)C(OC)OC)cc2c1. Reaction SMILES: [CH2:29]([c:30]1[cH:31][cH:32][cH:33][cH:34][cH:35]1)[S:36][CH:37]([CH2:38][NH2:39])[CH:40]([O:41][CH3:42])[O:43][CH3:44].[CH3:1][O:2][CH2:3][CH2:4][O:5][c:6]1[cH:7][c:8]2[cH:9][c:10]([C:26](=[O:27])[OH:28])[nH:11][c:12]2[c:13]([N:15]([S:16](=[O:17])(=[O:18])[c:19]2[n:20]([CH3:24])[cH:21][cH:22][n:23]2)[CH3:25])[cH:14]1.[CH3:56][N:57]([CH3:58])[CH2:59][CH2:60][CH2:61][N:62]=[C:63]=[N:64][CH2:65][CH3:66].[CH3:67][N:68]([CH3:69])[CH:70]=[O:71].[ClH:55].[n:45]1([OH:46])[c:47]2[cH:48][cH:49][cH:50][cH:51][c:52]2[n:53][n:54]1>>[CH3:1][O:2][CH2:3][CH2:4][O:5][c:6]1[cH:7][c:8]2[cH:9][c:10]([C:26](=[O:27])[NH:39][CH2:38][CH:37]([S:36][CH2:29][c:30]3[cH:31][cH:32][cH:33][cH:34][cH:35]3)[CH:40]([O:41][CH3:42])[O:43][CH3:44])[nH:11][c:12]2[c:13]([N:15]([S:16](=[O:17])(=[O:18])[c:19]2[n:20]([CH3:24])[cH:21][cH:22][n:23]2)[CH3:25])[cH:14]1. Reactants: FC(C=1C=C(CN(C=2N=NN(N2)C)CC2=C(C=CC(=C2)C(F)(F)F)[C@@H](C(C)C)N2CCC(CC2)C(=O)O)C=C(C1)C(F)(F)F)(F)F ((R)-1-{-1-[2-({[3,5-bis(trifluoromethyl)benzyl](2-methyl-2H-tetrazol-5-yl)amino}methyl)-4-(trifluoromethyl)phenyl]-2-methylpropyl}piperidine-4-carboxylic acid), C(=O)(OC(C)(C)C)OC(=O)OC(C)(C)C (ditert-butyl dicarbonate), C([O-])([O-])=O.[NH4+].[NH4+] (ammonium carbonate), C([O-])(O)=O.[Na+] (sodium bicarbonate). Solvent: C1CCOC1 (THF), N1=CC=CC=C1 (pyridine). Run at time 8 hour. Product: FC(C=1C=C(CN(C=2N=NN(N2)C)CC2=C(C=CC(=C2)C(F)(F)F)[C@@H](C(C)C)N2CCC(CC2)C(=O)N)C=C(C1)C(F)(F)F)(F)F ((R)-1-{1-[2-({[3,5-bis(trifluoromethyl)benzyl](2-methyl-2H-tetrazol-5-yl)amino}methyl)-4-(trifluoromethyl)phenyl]-2-methylpropyl}piperidine-4-carboxamide). As a reaction SMILES: [F:1][C:2]([F:46])([F:45])[C:3]1[CH:4]=[C:5]([CH:38]=[C:39]([C:41]([F:44])([F:43])[F:42])[CH:40]=1)[CH2:6][N:7]([CH2:14][C:15]1[CH:20]=[C:19]([C:21]([F:24])([F:23])[F:22])[CH:18]=[CH:17][C:16]=1[C@H:25]([N:29]1[CH2:34][CH2:33][CH:32](C(O)=O)[CH2:31][CH2:30]1)[CH:26]([CH3:28])[CH3:27])[C:8]1[N:9]=[N:10][N:11]([CH3:13])[N:12]=1.C(OC(OC(C)(C)C)=O)(OC(C)(C)C)=O.[C:62](=[O:65])([O-])[O-].[NH4+:66].[NH4+].C(=O)(O)[O-].[Na+]>C1COCC1.N1C=CC=CC=1>[F:1][C:2]([F:46])([F:45])[C:3]1[CH:4]=[C:5]([CH:38]=[C:39]([C:41]([F:44])([F:43])[F:42])[CH:40]=1)[CH2:6][N:7]([CH2:14][C:15]1[CH:20]=[C:19]([C:21]([F:24])([F:23])[F:22])[CH:18]=[CH:17][C:16]=1[C@H:25]([N:29]1[CH2:34][CH2:33][CH:32]([C:62]([NH2:66])=[O:65])[CH2:31][CH2:30]1)[CH:26]([CH3:28])[CH3:27])[C:8]1[N:9]=[N:10][N:11]([CH3:13])[N:12]=1 |f:2.3.4,5.6|. Procedure: To a solution of (R)-1-{-1-[2-({[3,5-bis(trifluoromethyl)benzyl](2-methyl-2H-tetrazol-5-yl)amino}methyl)-4-(trifluoromethyl)phenyl]-2-methylpropyl}piperidine-4-carboxylic acid (0.510 g, 0.76 mMol) in THF (5 mL) was added ditert-butyl dicarbonate (0.21 g, 0.99 mMol) and ammonium carbonate (0.078 g, 0.99 mMol) at 0° C. To this solution was added pyridine (0.037 mL) and the mixture was stirred overnight at room temperature. The reaction mixture was poured into saturated sodium bicarbonate and extra...